Task: describe an organic reaction: reactants, conditions, products, and yield. Dataset: the Open Reaction Database (ORD), a public repository of structured organic reaction records Starting materials: O=C(O)c1ccc(Br)nc1, CO, Cc1cc(C2CC2)ccc1N1CCNCC1, O. Yields the product Cc1cc(C2CC2)ccc1N1CCN(C(=O)c2ccc(Br)nc2)CC1. RXN SMILES: [Br:1][c:2]1[n:3][cH:4][c:5]([C:6](=[O:7])[OH:8])[cH:9][cH:10]1.[CH3:28][OH:29].[CH:11]1([c:14]2[cH:15][c:16]([CH3:26])[c:17]([N:20]3[CH2:21][CH2:22][NH:23][CH2:24][CH2:25]3)[cH:18][cH:19]2)[CH2:12][CH2:13]1.[OH2:27]>>[Br:1][c:2]1[n:3][cH:4][c:5]([C:6](=[O:8])[N:23]2[CH2:22][CH2:21][N:20]([c:17]3[c:16]([CH3:26])[cH:15][c:14]([CH:11]4[CH2:12][CH2:13]4)[cH:19][cH:18]3)[CH2:25][CH2:24]2)[cH:9][cH:10]1. Starting materials: COc1ccc(-c2oc(C)nc2C(=O)O)cc1, CC(F)(F)CCCCn1cc(N)cn1. Yields the product COc1ccc(-c2oc(C)nc2C(=O)Nc2cnn(CCCCC(C)(F)F)c2)cc1. RXN SMILES: [CH3:15][O:16][c:17]1[cH:18][cH:19][c:20](-[c:23]2[c:24]([C:29](=[O:30])[OH:31])[n:25][c:26]([CH3:28])[o:27]2)[cH:21][cH:22]1.[F:1][C:2]([CH2:3][CH2:4][CH2:5][CH2:6][n:7]1[n:8][cH:9][c:10]([NH2:12])[cH:11]1)([CH3:13])[F:14]>>[F:1][C:2]([CH2:3][CH2:4][CH2:5][CH2:6][n:7]1[n:8][cH:9][c:10]([NH:12][C:29]([c:24]2[c:23](-[c:20]3[cH:19][cH:18][c:17]([O:16][CH3:15])[cH:22][cH:21]3)[o:27][c:26]([CH3:28])[n:25]2)=[O:30])[cH:11]1)([CH3:13])[F:14]. Reactants: F.[F-].[K+] (potassium hydrogen difluoride), C(C)(=O)O[C@H]1[C@H](O[C@@H]([C@@H]([C@@H]1OC(C)=O)OC(C)=O)COC(C)=O)Br (2,3,4,6-tetra-O-acetyl-α-D-galactopyranosyl bromide). The solvent is C(C)#N (acetonitrile). The product is C(C)(=O)O[C@H]1[C@@H](O[C@@H]([C@@H]([C@@H]1OC(C)=O)OC(C)=O)COC(C)=O)F (2,3,4,6-tetra-O-acetyl-β-D-galactopyranosyl fluoride). RXN SMILES: [C:1]([O:4][C@@H:5]1[C@@H:10]([O:11][C:12](=[O:14])[CH3:13])[C@@H:9]([O:15][C:16](=[O:18])[CH3:17])[C@@H:8]([CH2:19][O:20][C:21](=[O:23])[CH3:22])[O:7][C@@H:6]1Br)(=[O:3])[CH3:2].[FH:25].[F-].[K+]>C(#N)C>[C:1]([O:4][C@@H:5]1[C@@H:10]([O:11][C:12](=[O:14])[CH3:13])[C@@H:9]([O:15][C:16](=[O:18])[CH3:17])[C@@H:8]([CH2:19][O:20][C:21](=[O:23])[CH3:22])[O:7][C@H:6]1[F:25])(=[O:3])[CH3:2] |f:1.2.3|. Procedure: 10.0 g (24.3 mmol) of 2,3,4,6-tetra-O-acetyl-α-D-galactopyranosyl bromide were heated under reflux in 100 ml of anhydrous acetonitrile with 10.0 g (128 mmol) of potassium hydrogen difluoride for 6 hours. The mixture was then filtered, the solvent was stripped off in vacuo and the residue was taken up in methylene chloride. After filtration over a short silica gel column and concentration of the solution, it was possible to crystallize the product from ether. Yield 6.1 g (72%), melting point 100°... The reactants are [NH4+].[Cl-] (NH4Cl), C(=O)(O)[O-].[Na+] (NaHCO3), O([K])C(C)(C)C (KO-t-Bu), NC=1C(=NC(=CC1)N1CCN(CC1)CC1=CC=CC=C1)CS(=O)(=O)C1=CC=CC=C1 (3-amino-6-(4-benzylpiperazin-1-yl)-2-[(phenylsulfonyl)-methyl]pyridine), O.C1(=CC=C(C=C1)S(=O)(=O)O)C (p-toluenesulfonic acid monohydrate), C(OCC)(OCC)OCC (triethyl orthoformate). As a reaction SMILES: [NH2:1][C:2]1[C:3]([CH2:21][S:22]([C:25]2[CH:30]=[CH:29][CH:28]=[CH:27][CH:26]=2)(=[O:24])=[O:23])=[N:4][C:5]([N:8]2[CH2:13][CH2:12][N:11]([CH2:14][C:15]3[CH:20]=[CH:19][CH:18]=[CH:17][CH:16]=3)[CH2:10][CH2:9]2)=[CH:6][CH:7]=1.O.[C:32]1(C)C=CC(S(O)(=O)=O)=CC=1.C(OCC)(OCC)OCC.O(C(C)(C)C)[K].[NH4+].[Cl-].C([O-])(O)=O.[Na+]>ClCCCl.C1COCC1.CCOC(C)=O.O>[CH2:14]([N:11]1[CH2:10][CH2:9][N:8]([C:5]2[N:4]=[C:3]3[C:21]([S:22]([C:25]4[CH:26]=[CH:27][CH:28]=[CH:29][CH:30]=4)(=[O:24])=[O:23])=[CH:32][NH:1][C:2]3=[CH:7][CH:6]=2)[CH2:13][CH2:12]1)[C:15]1[CH:16]=[CH:17][CH:18]=[CH:19][CH:20]=1 |f:1.2,5.6,7.8|. Yields the product C(C1=CC=CC=C1)N1CCN(CC1)C1=CC=C2C(=N1)C(=CN2)S(=O)(=O)C2=CC=CC=C2 (5-(4-Benzylpiperazin-1-yl)-3-(phenylsulfonyl)-1H-pyrrolo[3,2-b]pyridine). Reported procedure: A stirred solution of 3-amino-6-(4-benzylpiperazin-1-yl)-2-[(phenylsulfonyl)-methyl]pyridine (1.41 g, 3.34 mmol), p-toluenesulfonic acid monohydrate (63 mg, 0.33 mmol), triethyl orthoformate (2.78 mL, 16.7 mmol) in 1,2-dichloroethane is heated at reflux temperature under nitrogen for 7.5 h, stirred at room temperature for 16 h and in vacuo to afford an oil residue. The residue is stirred in dry THF, treated with 1.0M KO-t-Bu in THF (4.35 mL, 4.35 mmol) for 2 h, treated sequentially with saturate... Conditions: time 16 hour. The solvent is O (water), C1CCOC1 (THF), CCOC(=O)C (EtOAc), C1CCOC1 (THF), ClCCCl (1,2-dichloroethane). Isolated yield 79.0%. RXN SMILES: [Br:5][C:6](=[CH2:7])[CH3:8].[CH2:1]([Br:2])[CH2:3][Br:4].[CH:9]([CH2:10][CH2:11][C:12]#[C:13][CH3:14])=[O:15].[Cl-:16].[NH4+:17].[O:18]1[CH2:19][CH2:20][CH2:21][CH2:22]1>>[C:6](=[CH2:7])([CH3:8])[CH:9]([CH2:10][CH2:11][C:12]#[C:13][CH3:14])[OH:15]. Reactants: C=C(C)Br, BrCCBr, CC#CCCC=O, [Cl-], [NH4+], C1CCOC1. The product is C=C(C)C(O)CCC#CC. Procedure details: A mixture of sodium metal (1.86 g, 80.9 mmol) and ethanol (65 mL) was stirred at ambient temperature until all of the sodium metal had been consumed. 5-Chloro-2-nitroaniline (4.64 g, 26.9 mmol) was added and the mixture was heated at 80° C. for 48 hours, cooled to room temperature, quenched with water, concentrated under vacuum, diluted with ethyl acetate, washed with water and brine, dried (MgSO4), filtered, and concentrated under vacuum. The residue was purified by column chromatography on sil... Yields the product C(C)OC=1C=CC(=C(N)C1)[N+](=O)[O-] (5-ethoxy-2-nitroaniline). Reactants: [Na] (sodium), [Na] (sodium), C(C)O (ethanol), ClC=1C=CC(=C(N)C1)[N+](=O)[O-] (5-Chloro-2-nitroaniline). Reaction conditions: temperature 80 celsius. RXN SMILES: [Na].Cl[C:3]1[CH:4]=[CH:5][C:6]([N+:10]([O-:12])=[O:11])=[C:7]([CH:9]=1)[NH2:8].[CH2:13]([OH:15])[CH3:14]>>[CH2:13]([O:15][C:3]1[CH:4]=[CH:5][C:6]([N+:10]([O-:12])=[O:11])=[C:7]([CH:9]=1)[NH2:8])[CH3:14] |^1:0|. The yield is 94.0%. The reactants are C(=O)(OC(C)(C)C)N1C[C@@H](CCC1)[C@](CCCC(C)(F)F)(O)C1=CC(=CC=C1)Cl (N-Boc-(S)-1-(3-chlorophenyl)-5,5-difluoro-1-((R)-piperidin-3-yl)hexan-1-ol), Cl (HCl). The solvent is C(C)#N (acetonitrile). Run at time 8 hour. The product is ClC=1C=C(C=CC1)[C@@](CCCC(C)(F)F)(O)[C@H]1CNCCC1 ((S)-1-(3-chlorophenyl)-5,5-difluoro-1-((R)-piperidin-3-yl)hexan-1-ol). Yield: 52.7%. RXN SMILES: C([N:8]1[CH2:13][CH2:12][CH2:11][C@@H:10]([C@@:14]([C:23]2[CH:28]=[CH:27][CH:26]=[C:25]([Cl:29])[CH:24]=2)([OH:22])[CH2:15][CH2:16][CH2:17][C:18]([F:21])([F:20])[CH3:19])[CH2:9]1)(OC(C)(C)C)=O.Cl>C(#N)C>[Cl:29][C:25]1[CH:24]=[C:23]([C@:14]([C@@H:10]2[CH2:11][CH2:12][CH2:13][NH:8][CH2:9]2)([OH:22])[CH2:15][CH2:16][CH2:17][C:18]([F:21])([F:20])[CH3:19])[CH:28]=[CH:27][CH:26]=1. Procedure: N-Boc-(S)-1-(3-chlorophenyl)-5,5-difluoro-1-((R)-piperidin-3-yl)hexan-1-ol (70 mg, 0.16 mmol) was dissolved in acetonitrile (16 mL) and 2M aq HCl (16 mL) and allowed to stir at rt overnight. The solvent was removed under high vacuum. The crude material was redissolved in CH2Cl2 and washed with satd NaHCO3 2×. The aqueous layer was extracted with CH2Cl2 3×. The combined organic layers were washed with brine and dried over sodium sulfate. After removing solvent under vacuum (S)-1-(3-chlorophenyl)-... Reactants: ClC1=C(C=C(C=C1)O)C(C(C(F)(F)F)(O)C=1C=CC2=C(N(C(CO2)=O)C)C1)C (6-[2-(2-Chloro-5-hydroxy-phenyl)-1-hydroxy-1-trifluoromethyl-propyl]-4-methyl-4H-benzo[1,4]oxazin-3-one), FC=1C=C(C=CC1C(=O)OC)B(O)O (3-fluoro-4-methoxycarbonylphenylboronic acid). The reagents and catalysts are C(C)(=O)[O-].[Cu+2].C(C)(=O)[O-] (copper-(II)-acetate). Solvent: N1=CC=CC=C1 (pyridine). Yields the product COC(C1=C(C=C(C=C1)OC1=CC(=C(C=C1)Cl)C(C(C(F)(F)F)(C=1C=CC2=C(N(C(CO2)=O)C)C1)O)C)F)=O (4-{4-Chloro-3-[3,3,3-trifluoro-2-hydroxy-1-methyl-2-(4-methyl-3-oxo-3,4-dihydro-2H-benzo[1,4]oxazin-6-yl)-propyl]-phenoxy}-2-fluoro-benzoic acid methyl ester). Reaction SMILES: [Cl:1][C:2]1[CH:7]=[CH:6][C:5]([OH:8])=[CH:4][C:3]=1[CH:9]([CH3:28])[C:10]([C:16]1[CH:17]=[CH:18][C:19]2[O:24][CH2:23][C:22](=[O:25])[N:21]([CH3:26])[C:20]=2[CH:27]=1)([OH:15])[C:11]([F:14])([F:13])[F:12].[F:29][C:30]1[CH:31]=[C:32](B(O)O)[CH:33]=[CH:34][C:35]=1[C:36]([O:38][CH3:39])=[O:37]>C([O-])(=O)C.[Cu+2].C([O-])(=O)C.N1C=CC=CC=1>[CH3:39][O:38][C:36](=[O:37])[C:35]1[CH:34]=[CH:33][C:32]([O:8][C:5]2[CH:6]=[CH:7][C:2]([Cl:1])=[C:3]([CH:9]([CH3:28])[C:10]([OH:15])([C:16]3[CH:17]=[CH:18][C:19]4[O:24][CH2:23][C:22](=[O:25])[N:21]([CH3:26])[C:20]=4[CH:27]=3)[C:11]([F:12])([F:13])[F:14])[CH:4]=2)=[CH:31][C:30]=1[F:29] |f:2.3.4|. Procedure details: In analogy to Example 5, 6-[2-(2-chloro-5-hydroxy-phenyl)-1-hydroxy-1-trifluoromethyl-propyl]-4-methyl-4H-benzo[1,4]oxazin-3-one (Example 1, step 4) was reacted with 3-fluoro-4-methoxycarbonylphenylboronic acid, copper-(II)-acetate and pyridine to give the title compound as a colorless foam. MS (m/e)=568.3 [M+H+]. As a reaction SMILES: [F:1][C:2]([F:35])([F:34])[C:3]1[CH:4]=[C:5]([C:13]([CH3:33])([CH3:32])[C:14]([N:16]([C:18]2[CH:19]=[N:20][C:21]([I:31])=[CH:22][C:23]=2[C:24]2[CH:29]=[CH:28][CH:27]=[CH:26][C:25]=2Cl)[CH3:17])=[O:15])[CH:6]=[C:7]([C:9]([F:12])([F:11])[F:10])[CH:8]=1.[F:36]C(F)(F)C1C=C(C(C)(C)C(N(C2C=NC(Cl)=CC=2C2C=CC(F)=CC=2)C)=O)C=C(C(F)(F)F)C=1>>[F:1][C:2]([F:35])([F:34])[C:3]1[CH:4]=[C:5]([C:13]([CH3:33])([CH3:32])[C:14]([N:16]([C:18]2[CH:19]=[N:20][C:21]([I:31])=[CH:22][C:23]=2[C:24]2[CH:29]=[CH:28][C:27]([F:36])=[CH:26][CH:25]=2)[CH3:17])=[O:15])[CH:6]=[C:7]([C:9]([F:12])([F:11])[F:10])[CH:8]=1. The reactants are FC(C=1C=C(C=C(C1)C(F)(F)F)C(C(=O)N(C)C=1C=NC(=CC1C1=C(C=CC=C1)Cl)I)(C)C)(F)F (2-(3,5-Bis-trifluoromethyl-phenyl)-N-[4-(2-chloro-phenyl)-6-iodo-pyridin-3-yl]-N-methyl-isobutyramide), FC(C=1C=C(C=C(C1)C(F)(F)F)C(C(=O)N(C)C=1C=NC(=CC1C1=CC=C(C=C1)F)Cl)(C)C)(F)F (2-(3,5-bis-trifluoromethyl-phenyl)-N-[6-chloro-4-(4-fluoro-phenyl)-pyridin-3-yl]-N-methyl-isobutyramide). Procedure: The title compound is prepared according to the procedure described above for the preparation of 2-(3,5-bis-trifluoromethyl-phenyl)-N-[4-(2-chloro-phenyl)-6-iodo-pyridin-3-yl]-N-methyl-isobutyramide (Example 25) using 2-(3,5-bis-trifluoromethyl-phenyl)-N-[6-chloro-4-(4-fluoro-phenyl)-pyridin-3-yl]-N-methyl-isobutyramide (Example 30) instead of 2-(3,5-bis-trifluoromethyl-phenyl)-N-[6-chloro-4-(2-chloro-phenyl)-pyridin-3-yl]-N-methyl-isobutyramide. Yields the product FC(C=1C=C(C=C(C1)C(F)(F)F)C(C(=O)N(C)C=1C=NC(=CC1C1=CC=C(C=C1)F)I)(C)C)(F)F (2-(3,5-Bis-trifluoromethyl-phenyl)-N-[4-(4-fluoro-phenyl)-6-iodo-pyridin-3-yl]-N-methyl-isobutyramide).